From a dataset of the Open Reaction Database (ORD), a public repository of structured organic reaction records. describe an organic reaction: reactants, conditions, products, and yield The reactants are Cl (hydrochloric acid), mercuric chloride, C[C@H]1[C@@H](OC2=CC=CC=C2C1=O)C1=CC=CC=C1 (Trans-3-methylflavanone). Reagents/catalysts: [Zn] (zinc), [Zn] (zinc). Solvent: C(C)(=O)O (acetic acid). Run at time 1 hour. The product is C[C@H]1[C@@H](OC2=CC=CC=C2C1)C1=CC=CC=C1 (trans-3-methylflavan). Isolated yield 30.4%. RXN SMILES: [CH3:1][C@@H:2]1[C:11](=O)[C:10]2[C:5](=[CH:6][CH:7]=[CH:8][CH:9]=2)[O:4][C@H:3]1[C:13]1[CH:18]=[CH:17][CH:16]=[CH:15][CH:14]=1.Cl>C(O)(=O)C.[Zn]>[CH3:1][C@@H:2]1[CH2:11][C:10]2[C:5](=[CH:6][CH:7]=[CH:8][CH:9]=2)[O:4][C@H:3]1[C:13]1[CH:18]=[CH:17][CH:16]=[CH:15][CH:14]=1. Procedure: Trans-3-methylflavanone (3.50 g.) was dissolved in acetic acid (120 ml) and concentrated hydrochloric acid (15 ml) and the solution added to amalgamated zinc prepared from zinc powder (25.0 g) and mercuric chloride (1.0 g). The mixture was stirred for 1 hr. at room temperature, then allowed to stand at room temperature for a further 16 hr. The zinc residue was filtered off, washing with acetic acid, and the filtrate and washings diluted with water and extracted with toluene. The extract was wash... Reactants: [Br-], CC[N+](CC)(CC)Cc1ccccc1, Cc1ccccc1, ClCOc1ccc(Cl)cc1, OCc1ccc(OCCF)cc1, [Na+], [OH-], O. Yields the product FCCOc1ccc(COCOc2ccc(Cl)cc2)cc1. Reaction SMILES: [Br-:26].[CH2:27]([N+:28]([CH2:29][CH3:30])([CH2:31][CH3:32])[CH2:33][c:34]1[cH:35][cH:36][cH:37][cH:38][cH:39]1)[CH3:40].[CH3:41][c:42]1[cH:43][cH:44][cH:45][cH:46][cH:47]1.[Cl:1][c:2]1[cH:3][cH:4][c:5]([O:6][CH2:7][Cl:8])[cH:9][cH:10]1.[F:11][CH2:12][CH2:13][O:14][c:15]1[cH:16][cH:17][c:18]([CH2:19][OH:20])[cH:21][cH:22]1.[Na+:24].[OH-:23].[OH2:25]>>[Cl:1][c:2]1[cH:3][cH:4][c:5]([O:6][CH2:7][O:20][CH2:19][c:18]2[cH:17][cH:16][c:15]([O:14][CH2:13][CH2:12][F:11])[cH:22][cH:21]2)[cH:9][cH:10]1. Reactants: ClC=1C=C(C=CC1)C1C(=C(NC(=C1C(=O)OCC=CC1=CC=CC=C1)C)C)C(=O)OCC[Si](C)(C)C (5-(3-phenyl-2-propene-1-yl) 3-(2-trimethylsilylethyl) 4-(3-chlorophenyl)-2,6-dimethyl-1,4-dihydropyridine-3,5-dicarboxylate), CI (methyl iodide), resultant mixture, [H-].[Na+] (sodium hydride). Solvent: CN(C=O)C (N,N-dimethylformamide). Run at time 2 hour. The product is ClC=1C=C(C=CC1)C1C(=C(N(C(=C1C(=O)OCC=CC1=CC=CC=C1)C)C)C)C(=O)OCC[Si](C)(C)C (5-(3-phenyl-2-propene-1-yl) 3-(2-trimethylsilylethyl) 4-(3-chlorophenyl)-1,2,6-trimethyl-1,4-dihydropyridine-3,5-dicarboxylate). RXN SMILES: [Cl:1][C:2]1[CH:3]=[C:4]([CH:8]2[C:13]([C:14]([O:16][CH2:17][CH:18]=[CH:19][C:20]3[CH:25]=[CH:24][CH:23]=[CH:22][CH:21]=3)=[O:15])=[C:12]([CH3:26])[NH:11][C:10]([CH3:27])=[C:9]2[C:28]([O:30][CH2:31][CH2:32][Si:33]([CH3:36])([CH3:35])[CH3:34])=[O:29])[CH:5]=[CH:6][CH:7]=1.[H-].[Na+].[CH3:39]I>CN(C)C=O>[Cl:1][C:2]1[CH:3]=[C:4]([CH:8]2[C:13]([C:14]([O:16][CH2:17][CH:18]=[CH:19][C:20]3[CH:25]=[CH:24][CH:23]=[CH:22][CH:21]=3)=[O:15])=[C:12]([CH3:26])[N:11]([CH3:39])[C:10]([CH3:27])=[C:9]2[C:28]([O:30][CH2:31][CH2:32][Si:33]([CH3:36])([CH3:35])[CH3:34])=[O:29])[CH:5]=[CH:6][CH:7]=1 |f:1.2|. Procedure details: 277 mg (0.53 mmol) of 5-(3-phenyl-2-propene-1-yl) 3-(2-trimethylsilylethyl) 4-(3-chlorophenyl)-2,6-dimethyl-1,4-dihydropyridine-3,5-dicarboxylate was dissolved in N,N-dimethylformamide. 40 mg (1.0 mmol) of sodium hydride (60%, oily) was added to the obtained solution. Then 0.05 ml (0.8 mmol) of methyl iodide was added to the resultant mixture, and they were stirred at room temperature for 2 hours. N,N-dimethylformamide was evaporated under reduced pressure. Water was added to the residue. After ... The reactants are COC(=O)c1sc(C2=CCCCC2)cc1N(C(=O)C1CCC(C)CC1)C1CCC(O)CC1, [H-], [Na+], CN(C)C=O, c1ccccc1. Yields the product COC(=O)c1sc(C2=CCCCC2)cc1N(C(=O)C1CCC(C)CC1)C1CC=CCC1. As a reaction SMILES: [CH3:1][O:2][C:3](=[O:4])[c:5]1[s:6][c:7]([C:27]2=[CH:28][CH2:29][CH2:30][CH2:31][CH2:32]2)[cH:8][c:9]1[N:10]([C:11](=[O:12])[CH:13]1[CH2:14][CH2:15][CH:16]([CH3:19])[CH2:17][CH2:18]1)[CH:20]1[CH2:21][CH2:22][CH:23]([OH:26])[CH2:24][CH2:25]1.[H-:34].[Na+:33].[O:35]=[CH:36][N:37]([CH3:38])[CH3:39].[cH:40]1[cH:41][cH:42][cH:43][cH:44][cH:45]1>>[CH3:1][O:2][C:3](=[O:4])[c:5]1[s:6][c:7]([C:27]2=[CH:28][CH2:29][CH2:30][CH2:31][CH2:32]2)[cH:8][c:9]1[N:10]([C:11](=[O:12])[CH:13]1[CH2:14][CH2:15][CH:16]([CH3:19])[CH2:17][CH2:18]1)[CH:20]1[CH2:21][CH:22]=[CH:23][CH2:24][CH2:25]1.